This data is from the Open Reaction Database (ORD), a public repository of structured organic reaction records. The task is: describe an organic reaction: reactants, conditions, products, and yield The reactants are C[N+]1([O-])CCOCC1, CO, CCC[N+](CCC)(CCC)CCC, ClCCl, O=[Ru](=O)(=O)[O-], O=C1c2ccccc2C(=O)N1CCC1CC1. The product is O=CC1(CCN2C(=O)c3ccccc3C2=O)CC1. As a reaction SMILES: [CH3:19][N+:20]1([O-:26])[CH2:21][CH2:22][O:24][CH2:23][CH2:25]1.[CH3:1][OH:2].[CH3:35][CH2:36][CH2:37][N+:38]([CH2:39][CH2:40][CH3:41])([CH2:42][CH2:43][CH3:44])[CH2:45][CH2:46][CH3:47].[Cl:27][CH2:28][Cl:29].[O-:30][Ru:31](=[O:32])(=[O:33])=[O:34].[O:3]=[C:4]1[N:5]([CH2:14][CH2:15][CH:16]2[CH2:17][CH2:18]2)[C:6](=[O:13])[c:7]2[cH:8][cH:9][cH:10][cH:11][c:12]21>>[O:3]=[C:4]1[N:5]([CH2:14][CH2:15][C:16]2([CH:23]=[O:24])[CH2:17][CH2:18]2)[C:6](=[O:13])[c:7]2[cH:8][cH:9][cH:10][cH:11][c:12]21. Starting materials: Mg, BrCCCC=C (5-bromopent-1-ene), BrC1=CC=C(C(=O)OC)C=C1 (methyl 4-bromobenzoate), tetrakis-(triphenylphosphine)palladium(0). Reagents/catalysts: [Zn+2].[Br-].[Br-] (ZnBr2). Solvent: C1CCOC1 (THF). Run at temperature 56 celsius, time 24 hour. Product: C(CCC=C)C1=CC=C(C(=O)OC)C=C1 (methyl 4-pent-4-enyl-benzoate). Reaction SMILES: Br[CH2:2][CH2:3][CH2:4][CH:5]=[CH2:6].Br[C:8]1[CH:17]=[CH:16][C:11]([C:12]([O:14][CH3:15])=[O:13])=[CH:10][CH:9]=1>C1COCC1.[Zn+2].[Br-].[Br-]>[CH2:2]([C:8]1[CH:17]=[CH:16][C:11]([C:12]([O:14][CH3:15])=[O:13])=[CH:10][CH:9]=1)[CH2:3][CH2:4][CH:5]=[CH2:6] |f:3.4.5|. Procedure details: A mixture of dry Mg (900 mg, 37 mmol) and ZnBr2 (5.63 g, 25 mmol) in THF (25 mL) was treated with 5-bromopent-1-ene (4.45 mL, 37.6 mmol) and the subsequent suspension was heated at 56° C. for 18 h. The mixture was cooled to room temperature and methyl 4-bromobenzoate (7.1 g, 33 mmol) and tetrakis-(triphenylphosphine)palladium(0) (1.0 g, 0.865 mmol) were added, and the mixture was stirred at room temperature for 24 h. The mixture was quenched with 3N HCl (aqueous) and extracted with ethyl acetate... Starting materials: [Si](C)(C)(C(C)(C)C)O[C@H]1C[C@@H](CC2=CC=C3[C@@H]4CC=C([C@@]4(C)CC[C@@H]3[C@@]12C)CO)O[Si](C)(C)C(C)(C)C (1α,3β-Bis(tert-butyldimethylsilyloxy)-17-(hydroxymethyl)androsta-5,7,16-triene), BrCCCCC(C)(C)O[Si](CC)(CC)CC (1-bromo-5-triethylsilyloxy-5-methylhexane), [H-].[Na+] (sodium hydride), C1COCCOCCOCCOCCO1 (15-crown-5). Solvent: O1CCCC1 (tetrahydrofuran). Yields the product [Si](C)(C)(C(C)(C)C)O[C@H]1C[C@@H](CC2=CC=C3[C@@H]4CC=C([C@@]4(C)CC[C@@H]3[C@@]12C)COCCCCC(C)(C)O[Si](CC)(CC)CC)O[Si](C)(C)C(C)(C)C (1α,3β-bis(tert-butyldimethylsilyloxy)-17-(5-triethylsilyloxy-5-methylhexyloxymethyl)androsta-5,7,16-triene). Isolated yield 95.1%. Reaction SMILES: [Si:1]([O:8][C@@H:9]1[C@@:26]2([CH3:27])[C:13](=[CH:14][CH:15]=[C:16]3[C@@H:25]2[CH2:24][CH2:23][C@@:21]2([CH3:22])[C@H:17]3[CH2:18][CH:19]=[C:20]2[CH2:28][OH:29])[CH2:12][C@@H:11]([O:30][Si:31]([C:34]([CH3:37])([CH3:36])[CH3:35])([CH3:33])[CH3:32])[CH2:10]1)([C:4]([CH3:7])([CH3:6])[CH3:5])([CH3:3])[CH3:2].Br[CH2:39][CH2:40][CH2:41][CH2:42][C:43]([O:46][Si:47]([CH2:52][CH3:53])([CH2:50][CH3:51])[CH2:48][CH3:49])([CH3:45])[CH3:44].[H-].[Na+].C1OCCOCCOCCOCCOC1>O1CCCC1>[Si:1]([O:8][C@@H:9]1[C@@:26]2([CH3:27])[C:13](=[CH:14][CH:15]=[C:16]3[C@@H:25]2[CH2:24][CH2:23][C@@:21]2([CH3:22])[C@H:17]3[CH2:18][CH:19]=[C:20]2[CH2:28][O:29][CH2:39][CH2:40][CH2:41][CH2:42][C:43]([O:46][Si:47]([CH2:52][CH3:53])([CH2:48][CH3:49])[CH2:50][CH3:51])([CH3:45])[CH3:44])[CH2:12][C@@H:11]([O:30][Si:31]([C:34]([CH3:37])([CH3:36])[CH3:35])([CH3:32])[CH3:33])[CH2:10]1)([C:4]([CH3:7])([CH3:6])[CH3:5])([CH3:3])[CH3:2] |f:2.3|. Procedure: 1α,3β-Bis(tert-butyldimethylsilyloxy)-17-(hydroxymethyl)androsta-5,7,16-triene (200 mg, 0.367 mmol), 1-bromo-5-triethylsilyloxy-5-methylhexane (227 mg, 0.734 mmol), sodium hydride (60% in oil, 44 mg, 1.10 mmol), 15-crown-5 (81 mg, 0.368 mmol) and tetrahydrofuran (0.5 ml) were subjected to reaction using a procedure similar to that of Example 5(1) (reflux under heating for 1 hour), worked up and purified by column chromatography (hexane:toluene=3:2) to give the titled compound (270 mg, 95%) as a ... The reactants are COC(=O)c1ccc(-c2cnc(Cl)nn2)cc1, NN, C1CCOC1, O. Yields the product COC(=O)c1ccc(-c2cnc(NN)nn2)cc1. RXN SMILES: [Cl:1][c:2]1[n:3][n:4][c:5](-[c:8]2[cH:9][cH:10][c:11]([C:12](=[O:13])[O:14][CH3:15])[cH:16][cH:17]2)[cH:6][n:7]1.[NH2:19][NH2:20].[O:21]1[CH2:22][CH2:23][CH2:24][CH2:25]1.[OH2:18]>>[c:2]1([NH:19][NH2:20])[n:3][n:4][c:5](-[c:8]2[cH:9][cH:10][c:11]([C:12](=[O:13])[O:14][CH3:15])[cH:16][cH:17]2)[cH:6][n:7]1.